From a dataset of the Open Reaction Database (ORD), a public repository of structured organic reaction records. describe an organic reaction: reactants, conditions, products, and yield Reactants: CN(C)C=O, O=C(O)C1(c2ccc3c(c2)OC(F)(F)O3)CC1, O=S(Cl)Cl. The product is O=C(Cl)C1(c2ccc3c(c2)OC(F)(F)O3)CC1. Reaction SMILES: [CH3:22][N:23]([CH3:24])[CH:25]=[O:26].[F:1][C:2]1([F:17])[O:3][c:4]2[c:5]([cH:7][cH:8][c:9]([C:11]3([C:14](=[O:15])[OH:16])[CH2:12][CH2:13]3)[cH:10]2)[O:6]1.[S:18]([Cl:19])([Cl:20])=[O:21]>>[F:1][C:2]1([F:17])[O:3][c:4]2[c:5]([cH:7][cH:8][c:9]([C:11]3([C:14](=[O:15])[Cl:20])[CH2:12][CH2:13]3)[cH:10]2)[O:6]1. Starting materials: CCCCO, CCN(C(C)C)C(C)C, Nc1cc(Cl)ncn1, O=C(CN1CCNCC1)N1CCCC1. Product: Nc1cc(N2CCN(CC(=O)N3CCCC3)CC2)ncn1. Reaction SMILES: [CH2:32]([OH:33])[CH2:34][CH2:35][CH3:36].[CH:9]([N:10]([CH:11]([CH3:12])[CH3:13])[CH2:14][CH3:15])([CH3:16])[CH3:17].[Cl:1][c:2]1[cH:3][c:4]([NH2:8])[n:5][cH:6][n:7]1.[O:18]=[C:19]([CH2:20][N:21]1[CH2:22][CH2:23][NH:24][CH2:25][CH2:26]1)[N:27]1[CH2:28][CH2:29][CH2:30][CH2:31]1>>[c:2]1([N:24]2[CH2:23][CH2:22][N:21]([CH2:20][C:19](=[O:18])[N:27]3[CH2:28][CH2:29][CH2:30][CH2:31]3)[CH2:26][CH2:25]2)[cH:3][c:4]([NH2:8])[n:5][cH:6][n:7]1. Starting materials: ClC=CNC(C1=C(C=CC=C1F)F)=O (N-(chloroethenyl)-2,6-difluorobenzamide), S(O)(O)(=O)=O (sulfuric acid), O (water), CN(C(SC1=CC=C(C=C1)C1=CC=CC=C1)=O)C (S-[1,1'-biphenyl]-4-yl dimethylcarbamothioate). Run in ClCCl (dichloromethane). Run at temperature 0 celsius, time 2 hour. Yields the product CN(C(SC1=CC=C(C=C1)C1=CC=C(C=C1)C(CCl)NC(C1=C(C=CC=C1F)F)=O)=O)C (S-[4'-[2-chloro-1-[(2,6-difluorobenzoyl)amino]ethyl]-[1,1'-biphenyl]-4-yl] dimethylcarbamothioate). Isolated yield 82.3%. As a reaction SMILES: [Cl:1][CH:2]=[CH:3][NH:4][C:5](=[O:14])[C:6]1[C:11]([F:12])=[CH:10][CH:9]=[CH:8][C:7]=1[F:13].S(=O)(=O)(O)O.[CH3:20][N:21]([CH3:37])[C:22](=[O:36])[S:23][C:24]1[CH:29]=[CH:28][C:27]([C:30]2[CH:35]=[CH:34][CH:33]=[CH:32][CH:31]=2)=[CH:26][CH:25]=1.O>ClCCl>[CH3:20][N:21]([CH3:37])[C:22](=[O:36])[S:23][C:24]1[CH:29]=[CH:28][C:27]([C:30]2[CH:31]=[CH:32][C:33]([CH:3]([NH:4][C:5](=[O:14])[C:6]3[C:7]([F:13])=[CH:8][CH:9]=[CH:10][C:11]=3[F:12])[CH2:2][Cl:1])=[CH:34][CH:35]=2)=[CH:26][CH:25]=1. Procedure details: A solution of 1 g (4.59 mmol) N-(chloroethenyl)-2,6-difluorobenzamide in 2 mL of dichloromethane was added to 4 mL of concentrated sulfuric acid at 0° C. A portion of 1 g (3.89 mmol) of S-[1,1'-biphenyl]-4-yl dimethylcarbamothioate was added to the mixture and the mixture was stirred at 0° C. for 2 h. The mixture was stored in the refrigerator overnight. The mixture was poured into water (100 mL) and the mixture was filtered. The solid was washed with water (100 mL) and was dried overnight in va... Reactants: CC(C)(C)[O-], BrC(Br)Br, C=Cc1ccc(Cl)c(Cl)c1, [K+], O. Yields the product Clc1ccc(C2CC2(Br)Br)cc1Cl. RXN SMILES: [CH3:1][C:2]([CH3:3])([O-:4])[CH3:5].[CH:17]([Br:18])([Br:19])[Br:20].[Cl:7][c:8]1[cH:9][c:10]([CH:15]=[CH2:16])[cH:11][cH:12][c:13]1[Cl:14].[K+:6].[OH2:21]>>[Cl:7][c:8]1[cH:9][c:10]([CH:15]2[CH2:16][C:17]2([Br:18])[Br:20])[cH:11][cH:12][c:13]1[Cl:14]. Reactants: P(C(C)(C)C)(C(C)(C)C)C(C)(C)C (P(tBu)3), CC(C)(C)[O-].[Na+] (NaOtBu), BrC1=CC2=C(C=C1)N1C3=C2C=CC=C3C(C=3C=CC=CC13)(C)C (3-bromo-8,8-dimethyl-8H-indolo[3,2,1-de]acridine), C1(=CC=CC=C1)NC1=CC=CC=C1 (diphenylamine), N#N (N2). Reagents/catalysts: C(C)(=O)[O-].[Pd+2].C(C)(=O)[O-] (palladium(II) acetate). Solvent: O (water), O1CCOCC1 (dioxane). Yields the product CC1(C=2C=CC=CC2N2C3=C(C=CC=C13)C=1C=C(C=CC12)N(C1=CC=CC=C1)C1=CC=CC=C1)C ((8,8-Dimethyl-8H-indolo[3,2,1-de]acridin-3-yl)diphenylamine). Reaction SMILES: Br[C:2]1[CH:7]=[CH:6][C:5]2[N:8]3[C:21]4[CH:20]=[CH:19][CH:18]=[CH:17][C:16]=4[C:15]([CH3:23])([CH3:22])[C:14]4[C:9]3=[C:10]([CH:11]=[CH:12][CH:13]=4)[C:4]=2[CH:3]=1.[C:24]1([NH:30][C:31]2[CH:36]=[CH:35][CH:34]=[CH:33][CH:32]=2)[CH:29]=[CH:28][CH:27]=[CH:26][CH:25]=1.N#N.P(C(C)(C)C)(C(C)(C)C)C(C)(C)C.CC([O-])(C)C.[Na+]>O1CCOCC1.C([O-])(=O)C.[Pd+2].C([O-])(=O)C.O>[CH3:23][C:15]1([CH3:22])[C:16]2[C:21]3=[C:20]([C:4]4[CH:3]=[C:2]([N:30]([C:31]5[CH:32]=[CH:33][CH:34]=[CH:35][CH:36]=5)[C:24]5[CH:29]=[CH:28][CH:27]=[CH:26][CH:25]=5)[CH:7]=[CH:6][C:5]=4[N:8]3[C:9]3[CH:10]=[CH:11][CH:12]=[CH:13][C:14]1=3)[CH:19]=[CH:18][CH:17]=2 |f:4.5,7.8.9|. Procedure: A degassed solution of 31 g (86.6 mmol) of 3-bromo-8,8-dimethyl-8H-indolo[3,2,1-de]acridine and 16 g (95.9 mmol) of diphenylamine in 1000 ml of dioxane is saturated with N2 for 1 h. Then firstly 0.9 ml (4.3 mmol) of P(tBu)3, then 0.48 g (2.1 mmol) of palladium(II) acetate are added to the solution, and 12.6 g (131 mmol) of NaOtBu in the solid state are subsequently added. The reaction mixture is heated under reflux for 18 h. After cooling to room temperature, 1000 ml of water are carefully added... Starting materials: C(C)(C)(C)NS(=O)(=O)C=1C=C(C=CC1)C1=CC=CC(=N1)C(=N)NO (6-(3-tert-butylsulfamoyl-phenyl)-N-hydroxy-pyridine-2-carboxamidine), C(C)(=O)OC(C)=O (acetic anhydride), [H][H] (hydrogen). The reagents and catalysts are [Pd] (Pd on charcoal). Run in C(C)(=O)O (acetic acid). Conditions: temperature 23 celsius, time 10 minute. Yields the product C(C)(=O)[O-].C(C)(C)(C)NS(=O)(=O)C=1C=C(C=CC1)C1=CC=CC(=N1)C(=[NH2+])N (6-(3-tert-Butylsulfamoyl-phenyl)-pyridine-2-carboxamidinium acetate). The yield is 147.7%. Reaction SMILES: [C:1]([NH:5][S:6]([C:9]1[CH:10]=[C:11]([C:15]2[N:20]=[C:19]([C:21]([NH:23]O)=[NH:22])[CH:18]=[CH:17][CH:16]=2)[CH:12]=[CH:13][CH:14]=1)(=[O:8])=[O:7])([CH3:4])([CH3:3])[CH3:2].[C:25]([O:28]C(=O)C)(=[O:27])[CH3:26].[H][H]>C(O)(=O)C.[Pd]>[C:25]([O-:28])(=[O:27])[CH3:26].[C:1]([NH:5][S:6]([C:9]1[CH:10]=[C:11]([C:15]2[N:20]=[C:19]([C:21]([NH2:23])=[NH2+:22])[CH:18]=[CH:17][CH:16]=2)[CH:12]=[CH:13][CH:14]=1)(=[O:8])=[O:7])([CH3:4])([CH3:2])[CH3:3] |f:5.6|. Procedure: To a mixture of 6-(3-tert-butylsulfamoyl-phenyl)-N-hydroxy-pyridine-2-carboxamidine (Example C.7) (830 mg, 2.38 mmol) in acetic acid (10 ml) at 23° C. was added acetic anhydride (0.34 ml, 3.57 mmol) and the mixture was stirred at 23° C. for 10 min, then 10% Pd on charcoal (84 mg, 0.79 mmol) was added and the mixture was hydrogenated (1 bar hydrogen) at 23° C. for 24 h. The catalyst was filtered off, washed with acetic acid and the solvents were evaporated to give the title compound (1.38 g, 148%... Starting materials: FC=1C=CC(=NC1)[C@@H](C)NC(C1=CC(=CC(=C1)C=C)C1=NC=C(C=C1)C)=O (N-[(1R)-1-(5-fluoro-2-pyridinyl)ethyl]-3-(5-methyl-2-pyridinyl)-5-vinylbenzamide), I(=O)(=O)(=O)[O-].[Na+] (sodium periodate), S(=O)([O-])[O-].[Na+].[Na+] (sodium sulfite), C([O-])(O)=O.[Na+] (sodium bicarbonate). Reagents/catalysts: [Os](=O)(=O)(=O)=O (osmium tetroxide). The solvent is O1CCCC1 (tetrahydrofuran), O (water). Run at time 18 hour. Yields the product FC=1C=CC(=NC1)[C@@H](C)NC(C1=CC(=CC(=C1)C1=NC=C(C=C1)C)C=O)=O (N-[(1R)-1-(5-fluoro-2-pyridinyl)ethyl]-3-formyl-5-(5-methyl-2-pyridinyl)benzamide). The yield is 96.1%. As a reaction SMILES: [F:1][C:2]1[CH:3]=[CH:4][C:5]([C@H:8]([NH:10][C:11](=[O:27])[C:12]2[CH:17]=[C:16]([CH:18]=C)[CH:15]=[C:14]([C:20]3[CH:25]=[CH:24][C:23]([CH3:26])=[CH:22][N:21]=3)[CH:13]=2)[CH3:9])=[N:6][CH:7]=1.I([O-])(=O)(=O)=[O:29].[Na+].S([O-])([O-])=O.[Na+].[Na+].C(=O)(O)[O-].[Na+]>O1CCCC1.O.[Os](=O)(=O)(=O)=O>[F:1][C:2]1[CH:3]=[CH:4][C:5]([C@H:8]([NH:10][C:11](=[O:27])[C:12]2[CH:13]=[C:14]([C:20]3[CH:25]=[CH:24][C:23]([CH3:26])=[CH:22][N:21]=3)[CH:15]=[C:16]([CH:18]=[O:29])[CH:17]=2)[CH3:9])=[N:6][CH:7]=1 |f:1.2,3.4.5,6.7|. Reported procedure: To a solution of N-[(1R)-1-(5-fluoro-2-pyridinyl)ethyl]-3-(5-methyl-2-pyridinyl)-5-vinylbenzamide (1.14 g, 3.15 mmol) in tetrahydrofuran (11 mL) and water (11 mL) were added sodium periodate (2.0 g, 9.45 mmol) and osmium tetroxide (2.5% in tert-butanol, 2.0 mL, 0.157 mmol). The reaction mixture was stirred at ambient temperature for 18 h. Saturated aqueous sodium sulfite and saturated aqueous sodium bicarbonate were added. The mixture was extracted with dichloromethane (3×). The combined organic... Starting materials: ClC1=CC(=NC(=C1C(=O)OCC)C)C (ethyl 4-chloro-2,6-dimethylnicotinate), O.O.O.O.O.O.O.O.O.O.S(=O)(=O)([O-])[O-].[Na+].[Na+] (sodium sulfate decahydrate), [H-].C(C(C)C)[Al+]CC(C)C (diisobutylaluminum hydride). The solvent is C1CCOC1 (THF), C1CCOC1 (THF). Run at time 1 hour. Yields the product ClC1=C(C(=NC(=C1)C)C)CO ((4-Chloro-2,6-dimethylpyridin-3-yl)methanol). Isolated yield 76.4%. Reaction SMILES: [Cl:1][C:2]1[C:7]([C:8](OCC)=[O:9])=[C:6]([CH3:13])[N:5]=[C:4]([CH3:14])[CH:3]=1.[H-].C([Al+]CC(C)C)C(C)C.O.O.O.O.O.O.O.O.O.O.S([O-])([O-])(=O)=O.[Na+].[Na+]>C1COCC1>[Cl:1][C:2]1[CH:3]=[C:4]([CH3:14])[N:5]=[C:6]([CH3:13])[C:7]=1[CH2:8][OH:9] |f:1.2,3.4.5.6.7.8.9.10.11.12.13.14.15|. Procedure details: To a mixture of ethyl 4-chloro-2,6-dimethylnicotinate (1.5 g) and THF (50 mL) was added diisobutylaluminum hydride (1M in toluene, 42.0 mL) at 0° C. After stirring at room temperature for 1 h, sodium sulfate decahydrate (13.5 g) and THF were added to the mixture and the mixture was stirred at room temperature for 3 h. The mixture was passed through Celite®. The filtrate was concentrated in vacuo. The residue was purified by silica gel column chromatography (EtOAc/hexane) to give the title compou... Solvent: C1CCOC1 (THF), CCCCCC.C(C)(=O)OCC (hexane ethyl acetate), C1CCOC1 (THF). The reactants are [N+](=O)([O-])C1=CC=C(C(=O)O)C=C1 (para-nitrobenzoic acid), CCOC(=O)/N=N/C(=O)OCC (DEAD), Cl (HCl), C(C)(C)(C)OC(=O)N1C(CC(C1)O)C (4-hydroxy-2-methyl-pyrrolidine-1-carboxylic acid t-butyl ester), C1(=CC=CC=C1)P(C1=CC=CC=C1)C1=CC=CC=C1 (triphenyl phosphine). Reaction SMILES: [C:1]([O:5][C:6]([N:8]1[CH2:12][CH:11]([OH:13])[CH2:10][CH:9]1[CH3:14])=[O:7])([CH3:4])([CH3:3])[CH3:2].C1(P(C2C=CC=CC=2)C2C=CC=CC=2)C=CC=CC=1.[N+:34]([C:37]1[CH:45]=[CH:44][C:40]([C:41](O)=[O:42])=[CH:39][CH:38]=1)([O-:36])=[O:35].CCOC(/N=N/C(OCC)=O)=O.Cl>C1COCC1.CCCCCC.C(OCC)(=O)C>[C:1]([O:5][C:6]([N:8]1[CH2:12][CH:11]([O:13][C:41](=[O:42])[C:40]2[CH:39]=[CH:38][C:37]([N+:34]([O-:36])=[O:35])=[CH:45][CH:44]=2)[CH2:10][CH:9]1[CH3:14])=[O:7])([CH3:4])([CH3:2])[CH3:3] |f:6.7|. Run at temperature 0 celsius, time 1 hour. Yields the product C(C)(C)(C)OC(=O)N1C(CC(C1)OC(C1=CC=C(C=C1)[N+](=O)[O-])=O)C (2-Methyl-4-(4-nitro-benzoyloxy)-pyrrolidine-1-carboxylic acid t-butyl ester). Reported procedure: The 4-hydroxy-2-methyl-pyrrolidine-1-carboxylic acid t-butyl ester (300.00 mg, 1.49 mmol) and triphenyl phosphine (512.54, 1.95 mmol) were dissolved in anhydrous THF and added to a mixture of para-nitrobenzoic acid (249.00 mg, 1.49 mmol) and DEAD (268.00 mg, 1.54 mmol, 0.24 mL) in anhydrous THF at 0° C. under argon. The mixture was stirred for 1 h at 0° C. After 1 h the TLC indicated no starting material remained and the reaction mixture was poured into a 1N HCl solution and the aqueous layer wa... Starting materials: CC(CCC(C(C(=O)[O-])=O)C)CCC=C(C)C (3,7-Dimethyl-6octenyl-2-oxobutanoate), CC(C(C(=O)OCCC(CCC=C(C)C)C)=O)CC (3,7-Dimethyl-6-octenyl 3-methyl-2-oxopentanoate), ( 34 ), ( 14 ), ( 54 ), CC(CCCC(C(=O)[O-])=O)CCC=C(C)C (3,7-Dimethyl-6octenyl-2-oxopropanoate), ( 15 ), ( 10 ), ( 32 ), ( 26 ), ( 15 ), CC(CCCC(C(=O)[O-])=O)CCC=C(C)C (3,7-Dimethyl-6octenyl-2-oxopropanoate), ( 100 ), ( 23 ), ( 66 ), ( 6 ), ( 41 ), ( 72 ), ( 17 ), ( 87 ), CC(CCCC(C(=O)[O-])=O)CCC=C(C)C (3,7-Dimethyl-6octenyl-2-oxopropanoate), ( 7 ). Yields the product O=C(C(=O)OCCC(CCC=C(C)C)C)CCC (3,7-Dimethyl-6-octenyl 2-oxopentanoate). As a reaction SMILES: CC(CCC=C(C)C)CCC(C)C(=O)C([O-])=O.CC(CCC=C(C)C)CCCC(=O)C([O-])=O.C[CH:35]([CH2:51][CH3:52])[C:36](=[O:50])[C:37]([O:39][CH2:40][CH2:41][CH:42]([CH3:49])[CH2:43][CH2:44][CH:45]=[C:46]([CH3:48])[CH3:47])=[O:38]>>[O:50]=[C:36]([CH2:35][CH2:51][CH3:52])[C:37]([O:39][CH2:40][CH2:41][CH:42]([CH3:49])[CH2:43][CH2:44][CH:45]=[C:46]([CH3:47])[CH3:48])=[O:38]. Procedure details: MS (EI): 254 (M+, 1); 236 (2); 226 (1); 193 (1); 183 (6); 165 (1); 155 (7); 138 (15); 137 (10); 123 (26); 118 (3); 109 (17); 95 (41); 83 (15); 82 (32); 81 (54); 71 (87); 69 (100); 67 (23); 55 (34); 43 (66); 41 (72); 27 (14).